Dataset: the Open Reaction Database (ORD), a public repository of structured organic reaction records. Task: describe an organic reaction: reactants, conditions, products, and yield The reactants are C(C1=CC=CC=C1)NCC1=CC=CC=C1 (dibenzylamine), C(C=C)(=O)OC (methyl acrilate). Run in CO (methanol). Product: C(C1=CC=CC=C1)N(CC1=CC=CC=C1)CCC(=O)OC (methyl 3-(N,N-dibenzylamino)-propanoate). The yield is 98.8%. As a reaction SMILES: [CH2:1]([NH:8][CH2:9][C:10]1[CH:15]=[CH:14][CH:13]=[CH:12][CH:11]=1)[C:2]1[CH:7]=[CH:6][CH:5]=[CH:4][CH:3]=1.[C:16]([O:20][CH3:21])(=[O:19])[CH:17]=[CH2:18]>CO>[CH2:9]([N:8]([CH2:18][CH2:17][C:16]([O:20][CH3:21])=[O:19])[CH2:1][C:2]1[CH:7]=[CH:6][CH:5]=[CH:4][CH:3]=1)[C:10]1[CH:15]=[CH:14][CH:13]=[CH:12][CH:11]=1. Reported procedure: A! Starting from dibenzylamine (48.7 ml, 0.25 mole) and methyl acrilate (112.5 ml, 1.25 moles) in 259 ml of methanol, and following the procedure of Example 15,A!, there were obtained 70 g (yield: 99%) of methyl 3-(N,N-dibenzylamino)-propanoate which was used as such in the next step. Reactants: [BH4-], COc1ccc(C(=O)c2cc(C#N)c3ccc4ccccc4n23)cc1, CO, Cl, [Na+]. Yields the product COc1ccc(C(O)c2cc(C#N)c3ccc4ccccc4n23)cc1. RXN SMILES: [BH4-:26].[C:1](#[N:2])[c:3]1[cH:4][c:5]([C:16]([c:17]2[cH:18][cH:19][c:20]([O:23][CH3:24])[cH:21][cH:22]2)=[O:25])[n:6]2[c:7]1[cH:8][cH:9][c:10]1[cH:11][cH:12][cH:13][cH:14][c:15]21.[CH3:29][OH:30].[ClH:28].[Na+:27]>>[C:1](#[N:2])[c:3]1[cH:4][c:5]([CH:16]([c:17]2[cH:18][cH:19][c:20]([O:23][CH3:24])[cH:21][cH:22]2)[OH:25])[n:6]2[c:7]1[cH:8][cH:9][c:10]1[cH:11][cH:12][cH:13][cH:14][c:15]21. Starting materials: molar solution, NC(C(CC1CC2=CC(=CC=C2CC1)F)N(C(C1=CC=CC=C1)=O)[C@H](C)C1=CC=CC=C1)=O (N-{2-Amino-1-[(7-fluoro-1,2,3,4-tetrahydro-2-naphthyl)methyl]-2-oxoethyl}-N-[(1R)-1-phenylethyl]benzamide), CO (CH3OH). Run in C1CCOC1 (THF), C1CCOC1 (THF). Run at temperature 70 celsius, time 1 hour. Yields the product NCC(CC1CC2=CC(=CC=C2CC1)F)N([C@H](C)C1=CC=CC=C1)CC1=CC=CC=C1 (N-{2-Amino-1-[(7-fluoro-1,2,3,4-tetrahydro-2-naphthyl)methyl]-ethyl}-N-benzyl-N-[(1R)-1-phenylethyl]amine). As a reaction SMILES: [NH2:1][C:2](=O)[CH:3]([N:16]([C@@H:25]([C:27]1[CH:32]=[CH:31][CH:30]=[CH:29][CH:28]=1)[CH3:26])[C:17](=O)[C:18]1[CH:23]=[CH:22][CH:21]=[CH:20][CH:19]=1)[CH2:4][CH:5]1[CH2:14][CH2:13][C:12]2[C:7](=[CH:8][C:9]([F:15])=[CH:10][CH:11]=2)[CH2:6]1.CO>C1COCC1>[NH2:1][CH2:2][CH:3]([N:16]([CH2:17][C:18]1[CH:23]=[CH:22][CH:21]=[CH:20][CH:19]=1)[C@@H:25]([C:27]1[CH:28]=[CH:29][CH:30]=[CH:31][CH:32]=1)[CH3:26])[CH2:4][CH:5]1[CH2:14][CH2:13][C:12]2[C:7](=[CH:8][C:9]([F:15])=[CH:10][CH:11]=2)[CH2:6]1. Procedure: 7 ml (7 mmol) of a molar solution of BH3 /THF are added, dropwise and with vigorous stirring, to a solution, maintained under nitrogen, of 1.20 g (2.70 mmol) of the compound obtained in Step 3 (diastereoisomer 1) in 30 ml of anhydrous THF. The mixture is then heated at 70° C. for 1 hour and is then cooled, treated with 8 ml of CH3OH and stirred at 20° C. for 1 hour. After concentrating in vacuo, the residue is chromatographed on silica, eluting with a solution of CH2Cl2 /CH3OH=95/5, to yield the... Reactants: FC(CCC(C1=C(C=C(C=C1)B1OC(C(O1)(C)C)(C)C)C)NC1=CC=C(C(=O)OC)C=C1)(F)F (methyl 4-((4,4,4-trifluoro-1-(2-methyl-4-(4,4,5,5-tetramethyl-1,3,2-dioxaborolan-2-yl)phenyl)butyl)amino)benzoate), ClC=1C=NC(=NC1)I (5-chloro-2-iodopyrimidine), COC1=C(C(=CC=C1)OC)C1=C(C=CC=C1)P(C1CCCCC1)C1CCCCC1 (2,6-dimethoxy-2′-(dicyclohexylphosphino)biphenyl), C([O-])([O-])=O.[Cs+].[Cs+] (cesium carbonate), [Cl-].[NH4+] (ammonium chloride). Reagents/catalysts: C=1C=CC(=CC1)/C=C/C(=O)/C=C/C2=CC=CC=C2.C=1C=CC(=CC1)/C=C/C(=O)/C=C/C2=CC=CC=C2.C=1C=CC(=CC1)/C=C/C(=O)/C=C/C2=CC=CC=C2.[Pd].[Pd] (tris(dibenzylideneacetone)dipalladium). Solvent: O (water), CN(C=O)C (dimethylformamide). Conditions: temperature 60 celsius, time 24 hour. Product: ClC=1C=NC(=NC1)C1=CC(=C(C=C1)C(CCC(F)(F)F)NC1=CC=C(C(=O)OC)C=C1)C (methyl 4-((1-(4-(5-chloropyrimidin-2-yl)-2-methylphenyl)-4,4,4-trifluorobutyl)amino)benzoate). Yield: 60.4%. Reaction SMILES: [F:1][C:2]([F:34])([F:33])[CH2:3][CH2:4][CH:5]([NH:22][C:23]1[CH:32]=[CH:31][C:26]([C:27]([O:29][CH3:30])=[O:28])=[CH:25][CH:24]=1)[C:6]1[CH:11]=[CH:10][C:9](B2OC(C)(C)C(C)(C)O2)=[CH:8][C:7]=1[CH3:21].[Cl:35][C:36]1[CH:37]=[N:38][C:39](I)=[N:40][CH:41]=1.COC1C=CC=C(OC)C=1C1C=CC=CC=1P(C1CCCCC1)C1CCCCC1.C(=O)([O-])[O-].[Cs+].[Cs+].[Cl-].[NH4+]>C1C=CC(/C=C/C(/C=C/C2C=CC=CC=2)=O)=CC=1.C1C=CC(/C=C/C(/C=C/C2C=CC=CC=2)=O)=CC=1.C1C=CC(/C=C/C(/C=C/C2C=CC=CC=2)=O)=CC=1.[Pd].[Pd].O.CN(C)C=O>[Cl:35][C:36]1[CH:37]=[N:38][C:39]([C:9]2[CH:10]=[CH:11][C:6]([CH:5]([NH:22][C:23]3[CH:24]=[CH:25][C:26]([C:27]([O:29][CH3:30])=[O:28])=[CH:31][CH:32]=3)[CH2:4][CH2:3][C:2]([F:34])([F:33])[F:1])=[C:7]([CH3:21])[CH:8]=2)=[N:40][CH:41]=1 |f:3.4.5,6.7,8.9.10.11.12|. Procedure: A reaction mixture of methyl 4-((4,4,4-trifluoro-1-(2-methyl-4-(4,4,5,5-tetramethyl-1,3,2-dioxaborolan-2-yl)phenyl)butyl)amino)benzoate (7.85 g) obtained in Example 1, step F, 5-chloro-2-iodopyrimidine (4.35 g), tris(dibenzylideneacetone)dipalladium (0.753 g), 2,6-dimethoxy-2′-(dicyclohexylphosphino)biphenyl (1.35 g), cesium carbonate (16.08 g), dimethylformamide (65.8 mL) and water (16.5 ml) was stirred at 60° C. for 24 hr under a nitrogen atmosphere. The reaction mixture was added to saturated... As a reaction SMILES: [CH2:1]([C:4]1[CH:9]=[CH:8][C:7]([OH:10])=[CH:6][CH:5]=1)[CH:2]=[CH2:3].[CH3:11][O:12][C:13]1[CH:20]=[CH:19][C:16]([CH2:17]Cl)=[CH:15][CH:14]=1.C(=O)([O-])[O-].[K+].[K+].[I-].[K+]>CC(C)=O.O>[CH2:1]([C:4]1[CH:9]=[CH:8][C:7]([O:10][CH2:17][C:16]2[CH:19]=[CH:20][C:13]([O:12][CH3:11])=[CH:14][CH:15]=2)=[CH:6][CH:5]=1)[CH:2]=[CH2:3] |f:2.3.4,5.6|. Starting materials: C(C=C)C1=CC=C(C=C1)O (4-Allylphenol), COC1=CC=C(CCl)C=C1 (4-methoxybenzyl chloride), C([O-])([O-])=O.[K+].[K+] (potassium carbonate), [I-].[K+] (potassium iodide). Run in CC(=O)C (acetone), O (water). Conditions: time 8 hour. Procedure details: 4-Allylphenol, (6.14 g, 0.046 moles), 4-methoxybenzyl chloride, (6.3 ml, 0.046 moles), potassium carbonate (8.3 g, 0.06 moles) and a catalytic amount of potassium iodide were mixed together in about 200 ml acetone, and heated to reflux, with stirring. The reaction was allowed to proceed overnight, then cooled to room temperature and diluted with about 100 ml water. The product was extracted into ethyl acetate (3 times, 300 ml each time), and then dried over magnesium sulfate/potassium carbonate,... The product is C(C=C)C1=CC=C(C=C1)OCC1=CC=C(C=C1)OC (4Allyl-1 (4-Methoxybenzyloxy)Benzene).